From a dataset of the Open Reaction Database (ORD), a public repository of structured organic reaction records. describe an organic reaction: reactants, conditions, products, and yield Starting materials: BrC=1C=C(C=CC1)C1NC2=CC=C(C=C2CC1(C)C)C(=O)O (2-(3-bromo-phenyl)-3,3-dimethyl-1,2,3,4-tetrahydro-quinoline-6-carboxylic acid), FC1CNC1 (3-fluoro-azetidine), Cl.CN(CC(=O)O)C (N,N-dimethylglycine hydrochloride), C([O-])([O-])=O.[K+].[K+] (potassium carbonate). The reagents and catalysts are [Cu]I (copper(I) iodide). Solvent: CS(=O)C (dimethyl sulfoxide). Conditions: temperature 120 celsius, time 16 hour. Yields the product FC1CN(C1)C=1C=C(C=CC1)C1NC2=CC=C(C=C2CC1(C)C)C(=O)O (2-[3-(3-fluoro-azetidin-1-yl)-phenyl]-3,3-dimethyl-1,2,3,4-tetrahydro-quinoline-6-carboxylic acid). The yield is 79.9%. Reaction SMILES: Br[C:2]1[CH:3]=[C:4]([CH:8]2[C:17]([CH3:19])([CH3:18])[CH2:16][C:15]3[C:10](=[CH:11][CH:12]=[C:13]([C:20]([OH:22])=[O:21])[CH:14]=3)[NH:9]2)[CH:5]=[CH:6][CH:7]=1.[F:23][CH:24]1[CH2:27][NH:26][CH2:25]1.Cl.CN(C)CC(O)=O.C(=O)([O-])[O-].[K+].[K+]>CS(C)=O.[Cu]I>[F:23][CH:24]1[CH2:27][N:26]([C:2]2[CH:3]=[C:4]([CH:8]3[C:17]([CH3:19])([CH3:18])[CH2:16][C:15]4[C:10](=[CH:11][CH:12]=[C:13]([C:20]([OH:22])=[O:21])[CH:14]=4)[NH:9]3)[CH:5]=[CH:6][CH:7]=2)[CH2:25]1 |f:2.3,4.5.6|. Reported procedure: A mixture of 2-(3-bromo-phenyl)-3,3-dimethyl-1,2,3,4-tetrahydro-quinoline-6-carboxylic acid (1.2 g, 3.3 mmol), 3-fluoro-azetidine (740 mg, 6.6 mmol), copper(I) iodide (190 mg, 1.0 mmol), N,N-dimethylglycine hydrochloride (280 mg, 2.0 mmol) and potassium carbonate (1.8 g, 13.2 mmol) in dimethyl sulfoxide (10 mL) was stirred at 120° C. for 16 hours. Then the reaction mixture cooled to room temperature. The reaction mixture was extracted with ethyl acetate (2×200 mL), washed with water (2×50 mL) an... Reactants: N1(CCOCC1)CC1=CC=C(C=C1)N1CCC(CC1)=O (1-(4-Morpholin-4-ylmethyl-phenyl)-piperidin-4-one), N1CCOCC1 (morpholine). Product: N1(CCOCC1)CC1=CC=C(C=C1)N1CCC(CC1)N1CCOCC1 (4-{1-(4-Morpholin-4-ylmethyl-phenyl)-piperidin-4-yl}-morpholine). Reaction SMILES: [N:1]1([CH2:7][C:8]2[CH:13]=[CH:12][C:11]([N:14]3[CH2:19][CH2:18][C:17](=O)[CH2:16][CH2:15]3)=[CH:10][CH:9]=2)[CH2:6][CH2:5][O:4][CH2:3][CH2:2]1.[NH:21]1[CH2:26][CH2:25][O:24][CH2:23][CH2:22]1>>[N:1]1([CH2:7][C:8]2[CH:13]=[CH:12][C:11]([N:14]3[CH2:19][CH2:18][CH:17]([N:21]4[CH2:26][CH2:25][O:24][CH2:23][CH2:22]4)[CH2:16][CH2:15]3)=[CH:10][CH:9]=2)[CH2:6][CH2:5][O:4][CH2:3][CH2:2]1. Procedure details: Prepared from the product of Example 19 and morpholine.